This data is from the Open Reaction Database (ORD), a public repository of structured organic reaction records. The task is: describe an organic reaction: reactants, conditions, products, and yield Reactants: N1CCC(CC1)NC(=O)NC1=CC=C(C=C1)OC(F)(F)F (1-(Piperidin-4-yl)-3-(4-(trifluoromethoxy)phenyl)urea), C(C1=CC=CC=C1)N1CCN(CC1)CC(=O)O ((4-Benzyl-piperazin-1-yl)acetic acid). The product is C(C1=CC=CC=C1)N1CCN(CC1)CC(=O)N1CCC(CC1)NC(=O)NC1=CC=C(C=C1)OC(F)(F)F (1-(1-(2-(4-Benzylpiperazin-1-yl)acetyl)piperidin-4-yl)-3-(4-(trifluoromethoxy)phenyl)urea). Reaction SMILES: [NH:1]1[CH2:6][CH2:5][CH:4]([NH:7][C:8]([NH:10][C:11]2[CH:16]=[CH:15][C:14]([O:17][C:18]([F:21])([F:20])[F:19])=[CH:13][CH:12]=2)=[O:9])[CH2:3][CH2:2]1.[CH2:22]([N:29]1[CH2:34][CH2:33][N:32]([CH2:35][C:36](O)=[O:37])[CH2:31][CH2:30]1)[C:23]1[CH:28]=[CH:27][CH:26]=[CH:25][CH:24]=1>>[CH2:22]([N:29]1[CH2:30][CH2:31][N:32]([CH2:35][C:36]([N:1]2[CH2:6][CH2:5][CH:4]([NH:7][C:8]([NH:10][C:11]3[CH:16]=[CH:15][C:14]([O:17][C:18]([F:19])([F:20])[F:21])=[CH:13][CH:12]=3)=[O:9])[CH2:3][CH2:2]2)=[O:37])[CH2:33][CH2:34]1)[C:23]1[CH:24]=[CH:25][CH:26]=[CH:27][CH:28]=1. Procedure: Intermediate 42 (303 mg, 1 mmol) was reacted with carboxylic acid 46 by Method E. Flash chromatography eluted with 9:1 DCM:MeOH afforded compound 50 (379 mg, 73%) as a white solid: Mp 178-183° C. 1H NMR (500 MHz, DMSO-d6) δ 8.52 (s, 1H), 7.47 (d, J=8.9 Hz, 2H), 7.34-7.26 (m, 4H), 7.26-7.19 (m, 3H), 6.25 (d, J=7.5 Hz, 1H), 4.14 (d, J=13.4 Hz, 1H), 3.95 (d, J=12.5 Hz, 1H), 3.75-3.66 (m, 1H), 3.45 (s, 2H), 3.23 (d, J=13.2 Hz, 1H), 3.12 (t, J=11.9 Hz, 1H), 3.00 (d, J=13.1 Hz, 1H), 2.78 (t, J=11.6 Hz... Starting materials: N, O, CC(=O)Nc1ccc2nc(C)cc(O)c2c1, O=P(Cl)(Cl)Cl. Reaction SMILES: [NH3:22].[OH2:23].[OH:1][c:2]1[cH:3][c:4]([CH3:16])[n:5][c:6]2[cH:7][cH:8][c:9]([NH:12][C:13]([CH3:14])=[O:15])[cH:10][c:11]12.[P:17]([Cl:18])([Cl:19])([Cl:20])=[O:21]>>[c:2]1([Cl:19])[cH:3][c:4]([CH3:16])[n:5][c:6]2[cH:7][cH:8][c:9]([NH:12][C:13]([CH3:14])=[O:15])[cH:10][c:11]12. Yields the product CC(=O)Nc1ccc2nc(C)cc(Cl)c2c1. Starting materials: solution, C(CCC)[Li] (n-butyllithium), hexanes, CN(C)CCN(C)CCN(C)C (N,N,N′,N′,N″-pentamethyldiethylenetriamine), FC=1C=C(C=CC1)OC (3-fluoroanisole), CN(C=O)C (N,N-dimethylformamide). Run in O1CCCC1 (tetrahydrofuran). Conditions: time 2 hour. The product is FC1=C(C=O)C(=CC=C1)OC (2-fluoro-6-methoxybenzaldehyde). Isolated yield 71.8%. Reaction SMILES: [F:1][C:2]1[CH:3]=[C:4]([O:8][CH3:9])[CH:5]=[CH:6][CH:7]=1.C([Li])CCC.CN(CCN(CCN(C)C)C)C.CN(C)[CH:29]=[O:30]>O1CCCC1>[F:1][C:2]1[CH:7]=[CH:6][CH:5]=[C:4]([O:8][CH3:9])[C:3]=1[CH:29]=[O:30]. Procedure details: The solution of 3-fluoroanisole (3.36 g, 0.0266 mol) in anhydrous tetrahydrofuran was cooled to −78° C. and 1.4M solution of n-butyllithium in hexanes (19 mL, 0.0266 mol) was added dropwise keeping the reaction mixture temperature below −75° C. Upon the completion of the addition, N,N,N′,N′,N″-pentamethyldiethylenetriamine was added dropwise and the stirring at −78° C. was continued under an atmosphere of nitrogen for an additional two hours. N,N-dimethylformamide (3.89 g, 0.0532 mol) was added ... Starting materials: COC1C(O[Si](O[Si](O)(C(C)C)C(C)C)(C(C)C)C(C)C)C(CO)OC1n1cnc2c(NC3CCc4ccccc43)ncnc21, NS(=O)(=O)Cl. Yields the product COC1C(O[Si](O[Si](O)(C(C)C)C(C)C)(C(C)C)C(C)C)C(COS(N)(=O)=O)OC1n1cnc2c(NC3CCc4ccccc43)ncnc21. Reaction SMILES: [CH:1]1([NH:10][c:11]2[c:12]3[n:13][cH:14][n:15]([CH:20]4[CH:21]([O:44][CH3:45])[CH:22]([O:27][Si:28]([O:29][Si:30]([OH:31])([CH:32]([CH3:33])[CH3:34])[CH:35]([CH3:36])[CH3:37])([CH:38]([CH3:39])[CH3:40])[CH:41]([CH3:42])[CH3:43])[CH:23]([CH2:25][OH:26])[O:24]4)[c:16]3[n:17][cH:18][n:19]2)[CH2:2][CH2:3][c:4]2[cH:5][cH:6][cH:7][cH:8][c:9]21.[Cl:46][S:47](=[O:48])(=[O:49])[NH2:50]>>[CH:1]1([NH:10][c:11]2[c:12]3[n:13][cH:14][n:15]([CH:20]4[CH:21]([O:44][CH3:45])[CH:22]([O:27][Si:28]([O:29][Si:30]([OH:31])([CH:32]([CH3:33])[CH3:34])[CH:35]([CH3:36])[CH3:37])([CH:38]([CH3:39])[CH3:40])[CH:41]([CH3:42])[CH3:43])[CH:23]([CH2:25][O:26][S:47](=[O:48])(=[O:49])[NH2:50])[O:24]4)[c:16]3[n:17][cH:18][n:19]2)[CH2:2][CH2:3][c:4]2[cH:5][cH:6][cH:7][cH:8][c:9]21. The reactants are C(C)(C)(C)OC(=O)NC(C=1OC=CC1)[C@H]1CN(CC1)C(=O)OCC1=CC=CC=C1 (3-(R)-[1-tert-butoxycarbonylamino-1-(2-furyl)methyl]-1-benzyloxycarbonylpyrrolidine). The reagents and catalysts are [C].[Pd] (palladium-carbon). The solvent is C(C)O (ethanol). Reaction conditions: time 4 hour. Product: C(C)(C)(C)OC(=O)NC(C=1OC=CC1)[C@H]1CNCC1 (3-(R)-[1-Tert-butoxycarbonylamino-1-(2-furyl)methyl]pyrrolidine). The yield is 106.2%. Reaction SMILES: [C:1]([O:5][C:6]([NH:8][CH:9]([C@@H:15]1[CH2:19][CH2:18][N:17](C(OCC2C=CC=CC=2)=O)[CH2:16]1)[C:10]1[O:11][CH:12]=[CH:13][CH:14]=1)=[O:7])([CH3:4])([CH3:3])[CH3:2]>[C].[Pd].C(O)C>[C:1]([O:5][C:6]([NH:8][CH:9]([C@@H:15]1[CH2:19][CH2:18][NH:17][CH2:16]1)[C:10]1[O:11][CH:12]=[CH:13][CH:14]=1)=[O:7])([CH3:4])([CH3:2])[CH3:3] |f:1.2|. Procedure: An ethanol (10 ml) solution of 3-(R)-[1-tert-butoxycarbonylamino-1-(2-furyl)methyl]-1-benzyloxycarbonylpyrrolidine [F1] (507 mg, 1.37 tool) was mixed with 10% palladium-carbon catalyst (53.8% moisture, 500 mg), and catalytic hydrogenation was carried out at room temperature for 4 hours under ordinary pressure. The reaction solution was filtered and the solvent of the filtrate was evaporated under a reduced pressure to obtain 358 mg of the crude title compound as colorless crystals. This was used... The reactants are C(C1CO1)OCCCC (butyl glycidyl ether), [SH-].[Na+] (sodium bisulfide), [NH4+].[Cl-] (NH4Cl). Run in C(C)(C)O (isopropanol), O (H2O). Reaction conditions: temperature 90 celsius, time 3 hour. Yields the product S(CC(COCCCC)O)CC(COCCCC)O (1,1′-thiobis(3-butoxypropan-2-ol)). RXN SMILES: [CH2:1]([O:5][CH2:6][CH2:7][CH2:8][CH3:9])[CH:2]1[O:4][CH2:3]1.[SH-:10].[Na+].[NH4+].[Cl-]>C(O)(C)C.O>[S:10]([CH2:3][CH:2]([OH:4])[CH2:1][O:5][CH2:6][CH2:7][CH2:8][CH3:9])[CH2:3][CH:2]([OH:4])[CH2:1][O:5][CH2:6][CH2:7][CH2:8][CH3:9] |f:1.2,3.4|. Procedure: A solution of butyl glycidyl ether (2.91 g, 22.39 mmol) in isopropanol (5 mL) and H2O (1 mL) was added to sodium bisulfide (0.628 g, 11.20 mmol) under nitrogen in a 100 mL 3-neck round bottom flask equipped with a N2 inlet, a rubber septum, glass stopper and a magnetic stir bar. The mixture was heated at 90° C. and monitored for completion by gas chromatography/mass spectrometry for disappearance of starting materials and formation of the product. After 3 h, the reaction was judged to be complet...